describe an organic reaction: reactants, conditions, products, and yield From a dataset of the Open Reaction Database (ORD), a public repository of structured organic reaction records. Reactants: BrC1=C(C2=CN(N=C2C=C1)CC1CN(C1)C(=O)OC(C)(C)C)C (Tert-butyl 3-[(5-bromo-4-methyl-2H-indazol-2-yl)methyl]-azetidin-1-carboxylate), 1,1 bis(diphenylphosphino)ferrocen palladium(II) dichloride, C(C)(=O)[O-].[K+] (potassium acetate), CO (methanol). Conditions: temperature 120 celsius, time 24 hour. Yields the product C(C)(C)(C)OC(=O)N1CC(C1)CN1N=C2C=CC(=C(C2=C1)C)C(=O)OC (Methyl 2-{[1-(tert-butoxycarbonyl)azetidin-3-yl]methyl}-4-methyl-2H-indazol-5-carboxylate). Reaction SMILES: Br[C:2]1[CH:10]=[CH:9][C:8]2[C:4](=[CH:5][N:6]([CH2:11][CH:12]3[CH2:15][N:14]([C:16]([O:18][C:19]([CH3:22])([CH3:21])[CH3:20])=[O:17])[CH2:13]3)[N:7]=2)[C:3]=1[CH3:23].[C:24]([O-:27])(=[O:26])C.[K+].[CH3:29]O>>[C:19]([O:18][C:16]([N:14]1[CH2:15][CH:12]([CH2:11][N:6]2[CH:5]=[C:4]3[C:8]([CH:9]=[CH:10][C:2]([C:24]([O:27][CH3:29])=[O:26])=[C:3]3[CH3:23])=[N:7]2)[CH2:13]1)=[O:17])([CH3:22])([CH3:21])[CH3:20] |f:1.2|. Reported procedure: To a solution of 8.16 g of the bromide prepared in Example 117a in 65.4 ml methanol, 6.5 g of 1,1 bis(diphenylphosphino)ferrocen-palladium(II) dichloride and 15 g of potassium acetate were added at 25° C. and the mixture was stirred under CO at 10.15 bar and 120° C. for 24 hours in an autoclave. The reaction mixture was then cooled, filtered through Celite at the pump and the filtrate concentrated in vacuo. The residue thus obtained was purified by chromatography on the Flashmaster (hexane/ethyl... Reactants: COC(=O)C1Cc2cc(-n3nc(C(C)(C)C)cc3NC(=O)Nc3cccc(Oc4cccnc4)c3)ccc2CN1, CO, Cl, NCC(O)CO. Yields the product CC(C)(C)c1cc(NC(=O)Nc2cccc(Oc3cccnc3)c2)n(-c2ccc3c(c2)CC(C(=O)NCC(O)CO)NC3)n1. As a reaction SMILES: [C:1]([CH3:2])([CH3:3])([CH3:4])[c:5]1[n:6][n:7](-[c:27]2[cH:28][c:29]3[c:34]([cH:35][cH:36]2)[CH2:33][NH:32][CH:31]([C:37](=[O:38])[O:39][CH3:40])[CH2:30]3)[c:8]([NH:10][C:11](=[O:12])[NH:13][c:14]2[cH:15][c:16]([O:20][c:21]3[cH:22][n:23][cH:24][cH:25][cH:26]3)[cH:17][cH:18][cH:19]2)[cH:9]1.[CH3:48][OH:49].[ClH:47].[NH2:41][CH2:42][CH:43]([CH2:44][OH:45])[OH:46]>>[C:1]([CH3:2])([CH3:3])([CH3:4])[c:5]1[n:6][n:7](-[c:27]2[cH:28][c:29]3[c:34]([cH:35][cH:36]2)[CH2:33][NH:32][CH:31]([C:37](=[O:38])[NH:41][CH2:42][CH:43]([CH2:44][OH:45])[OH:46])[CH2:30]3)[c:8]([NH:10][C:11](=[O:12])[NH:13][c:14]2[cH:15][c:16]([O:20][c:21]3[cH:22][n:23][cH:24][cH:25][cH:26]3)[cH:17][cH:18][cH:19]2)[cH:9]1. Procedure details: In 20 ml of tetrahydrofuran, 574 mg of lithium aluminium hydride w as suspended. To the suspension was added dropwise 20 ml of tetrahydrofuran solution containing 1.0 g of N-(cyclohexylmethoxycarbonyl)-tyrosine while stirring and cooling with ice. The mixture was stirred at room temperature for two hours. After addition of 5% hydrochloric acid, the mixture was concentrated in vacuo and extracted with ethyl acetate. The extract was washed with water, dried and concentrated to dryness. The residue... The reactants are [H-].[Al+3].[Li+].[H-].[H-].[H-] (lithium aluminium hydride), C1(CCCCC1)COC(=O)N[C@@H](CC1=CC=C(C=C1)O)C(=O)O (N-(cyclohexylmethoxycarbonyl)-tyrosine), Cl (hydrochloric acid). The solvent is O1CCCC1 (tetrahydrofuran), O1CCCC1 (tetrahydrofuran). Reaction SMILES: [H-].[Al+3].[Li+].[H-].[H-].[H-].[CH:7]1([CH2:13][O:14][C:15]([NH:17][C@H:18]([C:27](O)=[O:28])[CH2:19][C:20]2[CH:25]=[CH:24][C:23]([OH:26])=[CH:22][CH:21]=2)=[O:16])[CH2:12][CH2:11][CH2:10][CH2:9][CH2:8]1.Cl>O1CCCC1>[CH:7]1([CH2:13][O:14][C:15]([NH:17][C@H:18]([CH2:27][OH:28])[CH2:19][C:20]2[CH:25]=[CH:24][C:23]([OH:26])=[CH:22][CH:21]=2)=[O:16])[CH2:12][CH2:11][CH2:10][CH2:9][CH2:8]1 |f:0.1.2.3.4.5|. Isolated yield 33.7%. The product is C1(CCCCC1)COC(=O)N[C@@H](CC1=CC=C(C=C1)O)CO (N-(cyclohexylmethoxycarbonyl)-tyrosinol). Starting materials: [K] (potassium), ClC1=CC=C(C=C1)O (4-chlorophenol), BrCCCCCCBr (1,6-dibromohexane). Yields the product ClC1=CC=C(OCCCCCCBr)C=C1 (6-(4-chlorophenoxy)hexyl bromide). RXN SMILES: [K].[Cl:2][C:3]1[CH:8]=[CH:7][C:6]([OH:9])=[CH:5][CH:4]=1.[Br:10][CH2:11][CH2:12][CH2:13][CH2:14][CH2:15][CH2:16]Br>>[Cl:2][C:3]1[CH:8]=[CH:7][C:6]([O:9][CH2:16][CH2:15][CH2:14][CH2:13][CH2:12][CH2:11][Br:10])=[CH:5][CH:4]=1 |^1:0|. Procedure: The intermediate 6-(4-chlorophenoxy)hexyl bromide was prepared from the potassium salt of 4-chlorophenol and 1,6-dibromohexane. The reactants are C(=O)O (formic acid), ClC1=C2C(=NC=N1)N(N=C2)C2=C(C=CC=C2)Cl (4-chloro-1-(2-chlorophenyl)-1H-pyrazolo[3,4-d]pyrimidine), NCC(=O)O (glycine), C([O-])([O-])=O.[Na+].[Na+] (sodium carbonate). The solvent is O (water). Yields the product ClC1=C(C=CC=C1)N1N=CC=2C1=NC=NC2NCC(=O)O (N-[1-(2-chlorophenyl)-1H-pyrazolo[3,4-d]pyrimidin-4-yl]glycine). Isolated yield 82.7%. Reaction SMILES: Cl[C:2]1[N:7]=[CH:6][N:5]=[C:4]2[N:8]([C:11]3[CH:16]=[CH:15][CH:14]=[CH:13][C:12]=3[Cl:17])[N:9]=[CH:10][C:3]=12.[NH2:18][CH2:19][C:20]([OH:22])=[O:21].C(=O)([O-])[O-].[Na+].[Na+].C(O)=O>O>[Cl:17][C:12]1[CH:13]=[CH:14][CH:15]=[CH:16][C:11]=1[N:8]1[C:4]2=[N:5][CH:6]=[N:7][C:2]([NH:18][CH2:19][C:20]([OH:22])=[O:21])=[C:3]2[CH:10]=[N:9]1 |f:2.3.4|. Procedure: 4-chloro-1-(2-chlorophenyl)-1H-pyrazolo[3,4-d]pyrimidine (1.3 g, 4.90 mmol) was added to a stirred solution of glycine (0.72 g, 9.59 mmol) and anhydrous sodium carbonate (0.58 g, 5.48 mmol) in water (10 mL). The reaction was refluxed for 2 hrs. The reaction mixture was acidified by the addition of formic acid. The precipitate was filtered, washed with water and dried in vacuo to give the title compound as a colourless solid (1.23 g), 1H NMR (300 MHz, CD3OD) δ 8.32 (s, 1H), 8.24 (s, 1H), 7.66 (m,... Starting materials: CC(=O)c1cc2cc(Br)ccc2o1, Cc1ccccc1, [K+], NN, [OH-], O, O, OCCO. Yields the product CCc1cc2cc(Br)ccc2o1. As a reaction SMILES: [C:1]([CH3:2])(=[O:3])[c:4]1[cH:5][c:6]2[c:7]([o:8]1)[cH:9][cH:10][c:11]([Br:13])[cH:12]2.[CH3:19][c:20]1[cH:21][cH:22][cH:23][cH:24][cH:25]1.[K+:18].[NH2:15][NH2:16].[OH-:17].[OH2:14].[OH2:30].[OH:26][CH2:27][CH2:28][OH:29]>>[CH2:1]([CH3:2])[c:4]1[cH:5][c:6]2[c:7]([o:8]1)[cH:9][cH:10][c:11]([Br:13])[cH:12]2. The reactants are COc2ccc1ccccc1c2 (substrate), CC2(C)COB(c1ccc(F)cc1)OC2 (effective_coupling_partner). The reagents and catalysts are PCy3. Reaction conditions: temperature 120 celsius, time 12 hour. Yields the product Fc3ccc(c2ccc1ccccc1c2)cc3. Reactants: ClC1=C(C=CC(=C1)O)C=1OC2=C(N1)C=C(C=C2I)O (2-(2-chloro-4-hydroxy-phenyl)-7-iodo-benzooxazol-5-ol), C(#N)[Cu] (CuCN), CN(C)C=O (DMF). Run in C(C)(=O)OCC (ethyl acetate). Run at temperature 150 celsius, time 15 minute. Yields the product C(#N)C1=C(C=CC(=C1)O)C=1OC2=C(N1)C=C(C=C2C#N)O (2-(2-cyano-4-hydroxy-phenyl)-5-hydroxy-benzooxazole-7-carbonitrile). RXN SMILES: Cl[C:2]1[CH:7]=[C:6]([OH:8])[CH:5]=[CH:4][C:3]=1[C:9]1[O:10][C:11]2[C:17](I)=[CH:16][C:15]([OH:19])=[CH:14][C:12]=2[N:13]=1.[C:20]([Cu])#[N:21].[CH3:23][N:24](C=O)C>C(OCC)(=O)C>[C:23]([C:2]1[CH:7]=[C:6]([OH:8])[CH:5]=[CH:4][C:3]=1[C:9]1[O:10][C:11]2[C:17]([C:20]#[N:21])=[CH:16][C:15]([OH:19])=[CH:14][C:12]=2[N:13]=1)#[N:24]. Procedure: To 2-(2-chloro-4-hydroxy-phenyl)-7-iodo-benzooxazol-5-ol (279 mg) in DMF (5 mL) was added CuCN (97 mg). The mixture was placed in an oil bath and heated to 150° C. for 3 h. The mixture was cooled to room temperature and diluted with ethyl acetate and washed with 1N HCl, saturated aqueous EDTA, brine (3×), dried (Na2SO4), and concentrated. Material was purified by preparative LC/MS. MS: 278 (MH+), HPLC tR: 1.92 min. The HPLC conditions used are the following: HPLC Waters Corp. Novapak HR™ C 18 RC... Starting materials: C(C)OC1=C(C=NC(=C1)OCC1=CC=C(C=C1)OC)C1=CC(=C(C=C1)CC(=O)NC1=CC(=NO1)C(C(F)(F)F)(C)C)F (2-(4-(4-ethoxy-6-((4-methoxybenzyl)oxy)pyridin-3-yl)-2-fluorophenyl)-N-(3-(1,1,1-trifluoro-2-methylpropan-2-yl)isoxazol-5-yl)acetamide), C(=O)(C(F)(F)F)O (TFA). Run in C(Cl)Cl (DCM). Conditions: temperature 25 celsius, time 2 hour. Yields the product C(C)OC=1C(=CNC(C1)=O)C1=CC(=C(C=C1)CC(=O)NC1=CC(=NO1)C(C(F)(F)F)(C)C)F (2-(4-(4-ethoxy-6-oxo-1,6-dihydropyridin-3-yl)-2-fluorophenyl)-N-(3-(1,1,1-trifluoro-2-methylpropan-2-yl)isoxazol-5-yl)acetamide). Isolated yield 36.8%. Reaction SMILES: [CH2:1]([O:3][C:4]1[CH:9]=[C:8]([O:10]CC2C=CC(OC)=CC=2)[N:7]=[CH:6][C:5]=1[C:20]1[CH:25]=[CH:24][C:23]([CH2:26][C:27]([NH:29][C:30]2[O:34][N:33]=[C:32]([C:35]([CH3:41])([CH3:40])[C:36]([F:39])([F:38])[F:37])[CH:31]=2)=[O:28])=[C:22]([F:42])[CH:21]=1)[CH3:2].C(O)(C(F)(F)F)=O>C(Cl)Cl>[CH2:1]([O:3][C:4]1[C:5]([C:20]2[CH:25]=[CH:24][C:23]([CH2:26][C:27]([NH:29][C:30]3[O:34][N:33]=[C:32]([C:35]([CH3:41])([CH3:40])[C:36]([F:38])([F:39])[F:37])[CH:31]=3)=[O:28])=[C:22]([F:42])[CH:21]=2)=[CH:6][NH:7][C:8](=[O:10])[CH:9]=1)[CH3:2]. Procedure details: To a suspension of 2-(4-(4-ethoxy-6-((4-methoxybenzyl)oxy)pyridin-3-yl)-2-fluorophenyl)-N-(3-(1,1,1-trifluoro-2-methylpropan-2-yl)isoxazol-5-yl)acetamide (1.5 g, 2.55 mmol) in DCM (20 mL) was added TFA (2 mL, 26.9 mmol) dropwise. The mixture was stirred at 25° C. for 2 h. The mixture was then concentrated. To the residue was added H2O (50 mL) dropwise and then neutralized with saturated Na2CO3 solution to adjust pH=7.5. The precipitate was filtered, washed with H2O (50 mL×3) and dried in vacuo. ...